From a dataset of the Open Reaction Database (ORD), a public repository of structured organic reaction records. describe an organic reaction: reactants, conditions, products, and yield The reactants are COCOC1=CC=C(C=C1)B(O)O (4-methoxymethoxy-phenylboronic acid), BrC1=C(C=C(C(=O)O)C=C1)C (4-bromo-3-methylbenzoic acid), C([O-])([O-])=O.[K+].[K+] (potassium carbonate). The reagents and catalysts are [Pd].C1(=CC=CC=C1)P(C1=CC=CC=C1)C1=CC=CC=C1.C1(=CC=CC=C1)P(C1=CC=CC=C1)C1=CC=CC=C1.C1(=CC=CC=C1)P(C1=CC=CC=C1)C1=CC=CC=C1.C1(=CC=CC=C1)P(C1=CC=CC=C1)C1=CC=CC=C1 (tetrakis(triphenylphosphine)-palladium). Solvent: CO (methanol). The product is OC1=CC=C(C=C1)C1=C(C=C(C=C1)C(=O)OC)C (Methyl 4′-hydroxy-2-methylbiphenyl-4-carboxylate). RXN SMILES: COC[O:4][C:5]1[CH:10]=[CH:9][C:8](B(O)O)=[CH:7][CH:6]=1.Br[C:15]1[CH:23]=[CH:22][C:18]([C:19]([OH:21])=[O:20])=[CH:17][C:16]=1[CH3:24].[C:25](=O)([O-])[O-].[K+].[K+]>CO.[Pd].C1(P(C2C=CC=CC=2)C2C=CC=CC=2)C=CC=CC=1.C1(P(C2C=CC=CC=2)C2C=CC=CC=2)C=CC=CC=1.C1(P(C2C=CC=CC=2)C2C=CC=CC=2)C=CC=CC=1.C1(P(C2C=CC=CC=2)C2C=CC=CC=2)C=CC=CC=1>[OH:4][C:5]1[CH:6]=[CH:7][C:8]([C:15]2[CH:23]=[CH:22][C:18]([C:19]([O:21][CH3:25])=[O:20])=[CH:17][C:16]=2[CH3:24])=[CH:9][CH:10]=1 |f:2.3.4,6.7.8.9.10|. Procedure: In a manner similar to that of Example 1(h), by reaction of 1.61 g (8.7 mmol) of 4-methoxymethoxy-phenylboronic acid and 1.8 g (9.7 mmol) of 4-bromo-3-methylbenzoic acid with 26.7 mL of 2.0M potassium carbonate and 1.54 g of tetrakis(triphenylphosphine)-palladium, followed by deprotection-esterification in methanol, the desired product is obtained in the form of a colourless oil (m=2.06 g; Y=98%). Reactants: ClC1=CC=C(C=N1)CN (C-(6-chloro-pyridin-3-yl)-methylamine), CS(=O)Cl (methanesulfinyl chloride). Run in O1CCCC1 (tetrahydrofuran). Reaction conditions: time 16 hour. Yields the product ClC1=CC=C(C=N1)CNS(=O)C (Methanesulfinic acid (6-chloro-pyridin-3-yl methyl)-amide). RXN SMILES: [Cl:1][C:2]1[N:7]=[CH:6][C:5]([CH2:8][NH2:9])=[CH:4][CH:3]=1.[CH3:10][S:11](Cl)=[O:12]>O1CCCC1>[Cl:1][C:2]1[N:7]=[CH:6][C:5]([CH2:8][NH:9][S:11]([CH3:10])=[O:12])=[CH:4][CH:3]=1. Procedure: Methanesulfinyl chloride was obtained as described in the literature. A solution of C-(6-chloro-pyridin-3-yl)-methylamine (2.1) (25 g, 178 mmol) in tetrahydrofuran (200 ml) was cooled to 0° C. and methanesulfinyl chloride (7 g, 71 mmol) was added dropwise. The solution was allowed to warm to room temperature and stirred for 16 hours. The precipitate was removed by filtration, the filtrate was diluted with EtOAc and washed with H2O. The organic phase was dried over Na2SO4 and evaporated under red...